This data is from the Open Reaction Database (ORD), a public repository of structured organic reaction records. The task is: describe an organic reaction: reactants, conditions, products, and yield Reactants: O=C(O)c1cc(=O)c2cc(Br)ccc2o1, CCN=C=NCCCN(C)C, Cl, Nc1ccc(CC2SC(=O)NC2=O)cc1, CN(C)C=O, O, On1nnc2ccccc21. Yields the product O=C1NC(=O)C(Cc2ccc(NC(=O)c3cc(=O)c4cc(Br)ccc4o3)cc2)S1. Reaction SMILES: [Br:1][c:2]1[cH:3][cH:4][c:5]2[c:6]([c:7](=[O:14])[cH:8][c:9]([C:11](=[O:12])[OH:13])[o:10]2)[cH:15]1.[CH2:32]([N:33]=[C:34]=[N:35][CH2:36][CH2:37][CH2:38][N:39]([CH3:40])[CH3:41])[CH3:42].[ClH:31].[NH2:16][c:17]1[cH:18][cH:19][c:20]([CH2:21][CH:22]2[C:23](=[O:28])[NH:24][C:25](=[O:27])[S:26]2)[cH:29][cH:30]1.[O:53]=[CH:54][N:55]([CH3:56])[CH3:57].[OH2:58].[OH:43][n:44]1[c:45]2[cH:46][cH:47][cH:48][cH:49][c:50]2[n:51][n:52]1>>[Br:1][c:2]1[cH:3][cH:4][c:5]2[c:6]([c:7](=[O:14])[cH:8][c:9]([C:11](=[O:13])[NH:16][c:17]3[cH:18][cH:19][c:20]([CH2:21][CH:22]4[C:23](=[O:28])[NH:24][C:25](=[O:27])[S:26]4)[cH:29][cH:30]3)[o:10]2)[cH:15]1. Reactants: O=C([O-])O, CCOC(C)=O, CCCS(=O)(=O)Nc1ccc(F)c(C(O)c2c[nH]c3ncnc(OC)c23)c1F, [Na+], [Na+], [Na+], C1CCOC1, O, O=S([O-])([O-])=S. Yields the product CCCS(=O)(=O)Nc1ccc(F)c(C(=O)c2c[nH]c3ncnc(OC)c23)c1F. Reaction SMILES: [C:34](=[O:35])([OH:36])[O-:37].[CH3:46][CH2:47][O:48][C:49](=[O:50])[CH3:51].[F:1][c:2]1[c:3]([NH:22][S:23](=[O:24])(=[O:25])[CH2:26][CH2:27][CH3:28])[cH:4][cH:5][c:6]([F:21])[c:7]1[CH:8]([c:9]1[cH:10][nH:11][c:12]2[n:13][cH:14][n:15][c:16]([O:18][CH3:19])[c:17]12)[OH:20].[Na+:38].[Na+:44].[Na+:45].[O:29]1[CH2:30][CH2:31][CH2:32][CH2:33]1.[OH2:52].[S:39]([O-:40])([O-:41])(=[O:42])=[S:43]>>[F:1][c:2]1[c:3]([NH:22][S:23](=[O:24])(=[O:25])[CH2:26][CH2:27][CH3:28])[cH:4][cH:5][c:6]([F:21])[c:7]1[C:8]([c:9]1[cH:10][nH:11][c:12]2[n:13][cH:14][n:15][c:16]([O:18][CH3:19])[c:17]12)=[O:20]. Starting materials: C(C)OC(=O)C1=CC=C(C=C1)B(O)O (4-(ethoxycarbonyl)phenylboronic acid), COC(=O)C1=CC=C(C=C1)B(O)O (4-(methoxycarbonyl)phenylboronic acid), C(C)(C)(C)OC(=O)N/C=1/C\C(=C/C2=C(\N1)C=C(C=C2)C2=CC=C(C(=O)OCC)C=C2)\C(N(CCC)CCCO[Si](C)(C)C(C)(C)C)=O (Ethyl 4-((1E,4E)-2-(tert-butoxycarbonylamino)-4-((3-(tert-butyldimethylsilyloxy)propyl)(propyl)carbamoyl)-3H-benzo[b]azepin-8-yl)benzoate), C(C)OC(=O)C1=CC=C(C=C1)B(O)O (4-(ethoxycarbonyl)phenylboronic acid), NC=1CC(=CC2=C(N1)C=C(C=C2)Br)C(=O)N(CCC)CCC (2-amino-8-bromo-N,N-dipropyl-3H-benzo[b]azepine-4-carboxamide), N/C=1/C\C(=C/C2=C(\N1)C=C(C=C2)Br)\C(=O)N(CCC)CCC ((1E,4E)-2-amino-8-bromo-N,N-dipropyl-3H-benzo[b]azepine-4-carboxamide), COC(=O)C1=CC=C(C=C1)B(O)O (4-(methoxycarbonyl)phenylboronic acid), C([O-])([O-])=O.[K+].[K+] (potassium carbonate). Reagents/catalysts: C=1C=CC(=CC1)[P](C=2C=CC=CC2)(C=3C=CC=CC3)[Pd]([P](C=4C=CC=CC4)(C=5C=CC=CC5)C=6C=CC=CC6)([P](C=7C=CC=CC7)(C=8C=CC=CC8)C=9C=CC=CC9)[P](C=1C=CC=CC1)(C=1C=CC=CC1)C=1C=CC=CC1 (tetrakis(triphenylphosphine)palladium(0)). The solvent is C(=O)(C(F)(F)F)O (TFA), CCOC(=O)C (EtOAc), ClCCl (dichloromethane), C(C)#N (acetonitrile). Reaction conditions: temperature 100 celsius, time 1 hour. The product is N/C=1/C\C(=C/C2=C(\N1)C=C(C=C2)C=2C=C1C(OCC1=CC2)=O)\C(=O)N(CCC)CCCO ((1E,4E)-2-Amino-N-(3-hydroxypropyl)-8-(3-oxo-1,3-dihydroisobenzofuran-5-yl)-N-propyl-3H-benzo[b]azepine-4-carboxamide), C(C)(C)(C)OC(=O)N/C=1/C\C(=C/C2=C(\N1)C=C(C=C2)C2=CC=C(C(=O)OCC)C=C2)\C(N(CCC)CCCO[Si](C)(C)C(C)(C)C)=O (Ethyl 4-((1E,4E)-2-(tert-butoxycarbonylamino)-4-((3-(tert-butyldimethylsilyloxy)propyl)(propyl)carbamoyl)-3H-benzo[b]azepin-8-yl)benzoate). Isolated yield 44.0%. Reaction SMILES: [CH2:1]([O:3][C:4]([C:6]1[CH:11]=[CH:10][C:9](B(O)O)=[CH:8][CH:7]=1)=[O:5])C.NC1CC(C(N(CCC)CCC)=O)=CC2C=CC(Br)=CC=2N=1.COC(C1C=CC(B(O)O)=CC=1)=O.C(=O)([O-])[O-].[K+].[K+].[C:56]([O:60][C:61]([NH:63][C:64]1[CH2:65][C:66]([C:86](=[O:102])[N:87]([CH2:91][CH2:92][CH2:93][O:94][Si:95]([C:98]([CH3:101])([CH3:100])[CH3:99])([CH3:97])[CH3:96])[CH2:88][CH2:89][CH3:90])=[CH:67][C:68]2[CH:74]=[CH:73][C:72]([C:75]3[CH:85]=[CH:84][C:78]([C:79]([O:81][CH2:82][CH3:83])=[O:80])=[CH:77][CH:76]=3)=[CH:71][C:69]=2[N:70]=1)=[O:62])([CH3:59])([CH3:58])[CH3:57]>C(#N)C.CCOC(C)=O.ClCCl.C(O)(C(F)(F)F)=O.C1C=CC([P]([Pd]([P](C2C=CC=CC=2)(C2C=CC=CC=2)C2C=CC=CC=2)([P](C2C=CC=CC=2)(C2C=CC=CC=2)C2C=CC=CC=2)[P](C2C=CC=CC=2)(C2C=CC=CC=2)C2C=CC=CC=2)(C2C=CC=CC=2)C2C=CC=CC=2)=CC=1>[NH2:63][C:64]1[CH2:65][C:66]([C:86]([N:87]([CH2:91][CH2:92][CH2:93][OH:94])[CH2:88][CH2:89][CH3:90])=[O:102])=[CH:67][C:68]2[CH:74]=[CH:73][C:72]([C:10]3[CH:11]=[C:6]4[C:7](=[CH:8][CH:9]=3)[CH2:1][O:3][C:4]4=[O:5])=[CH:71][C:69]=2[N:70]=1.[C:56]([O:60][C:61]([NH:63][C:64]1[CH2:65][C:66]([C:86](=[O:102])[N:87]([CH2:91][CH2:92][CH2:93][O:94][Si:95]([C:98]([CH3:99])([CH3:101])[CH3:100])([CH3:96])[CH3:97])[CH2:88][CH2:89][CH3:90])=[CH:67][C:68]2[CH:74]=[CH:73][C:72]([C:75]3[CH:85]=[CH:84][C:78]([C:79]([O:81][CH2:82][CH3:83])=[O:80])=[CH:77][CH:76]=3)=[CH:71][C:69]=2[N:70]=1)=[O:62])([CH3:57])([CH3:58])[CH3:59] |f:3.4.5,^1:125,127,146,165|. Reported procedure: (1E,4E)-2-Amino-N-(3-hydroxypropyl)-8-(3-oxo-1,3-dihydroisobenzofuran-5-yl)-N-propyl-3H-benzo[b]azepine-4-carboxamide (36%) was prepared as follows, substituting 6-(4,4,5,5-tetramethyl-1,3,2-dioxaborolan-2-yl)isobenzofuran-1(3H)-one for 4-(ethoxycarbonyl)phenylboronic acid. Ethyl 4-((1E,4E)-2-(tert-butoxycarbonylamino)-4-((3-(tert-butyldimethylsilyloxy)propyl)(propyl)carbamoyl)-3H-benzo[b]azepin-8-yl)benzoate (44%) was prepared as follows, substituting tert-butyl (1E,4E)-8-bromo-4-((3-(tert-buty... Reactants: Clc1ccc(CCBr)cc1, CC(=O)NCc1ccc2c(c1)N(C1CCNCC1)CC2. Yields the product CC(=O)NCc1ccc2c(c1)N(C1CCN(CCc3ccc(Cl)cc3)CC1)CC2. Reaction SMILES: [Cl:21][c:22]1[cH:23][cH:24][c:25]([CH2:26][CH2:27][Br:28])[cH:29][cH:30]1.[NH:1]1[CH2:2][CH2:3][CH:4]([N:7]2[CH2:8][CH2:9][c:10]3[cH:11][cH:12][c:13]([CH2:16][NH:17][C:18]([CH3:19])=[O:20])[cH:14][c:15]32)[CH2:5][CH2:6]1>>[N:1]1([CH2:27][CH2:26][c:25]2[cH:24][cH:23][c:22]([Cl:21])[cH:30][cH:29]2)[CH2:2][CH2:3][CH:4]([N:7]2[CH2:8][CH2:9][c:10]3[cH:11][cH:12][c:13]([CH2:16][NH:17][C:18]([CH3:19])=[O:20])[cH:14][c:15]32)[CH2:5][CH2:6]1.